This data is from the Open Reaction Database (ORD), a public repository of structured organic reaction records. The task is: describe an organic reaction: reactants, conditions, products, and yield Reactants: Cl[O-].[Na+] (sodium hypochlorite), C(C)(=O)C=1C(=C2C(C(CS(C2=CC1)(=O)=O)(C)C)=O)C (6-acetyl-3,3,5-trimethylthiochroman-4-one-1,1-dioxide). Run in O (water), O1CCOCC1 (dioxane). Reaction conditions: temperature 28 celsius, time 30 minute. Product: C(=O)(O)C=1C(=C2C(C(CS(C2=CC1)(=O)=O)(C)C)=O)C (6-carboxy-3,3,5-trimethylthiochroman-4-one-1,1-dioxide). Yield: 81.0%. As a reaction SMILES: Cl[O-:2].[Na+].[C:4]([C:7]1[C:8]([CH3:22])=[C:9]2[C:14](=[CH:15][CH:16]=1)[S:13](=[O:18])(=[O:17])[CH2:12][C:11]([CH3:20])([CH3:19])[C:10]2=[O:21])(=[O:6])C>O1CCOCC1.O>[C:4]([C:7]1[C:8]([CH3:22])=[C:9]2[C:14](=[CH:15][CH:16]=1)[S:13](=[O:17])(=[O:18])[CH2:12][C:11]([CH3:20])([CH3:19])[C:10]2=[O:21])([OH:6])=[O:2] |f:0.1|. Reported procedure: 11.6 Grams (about 9.8 mmol) of a 6.3 wt % sodium hypochlorite aqueous solution was placed in a 50-ml three-necked round-bottomed flask, and cooled to 15~20° C., and then a solution of 0.83 g (2.96 mmol) of 6-acetyl-3,3,5-trimethylthiochroman-4-one-1,1-dioxide in 5 ml of dioxane was gradually added. The mixture was stirred at 15~20° C. for 30 minutes, and then stirred at room temperature (temperature-increased to 28° C.) for 3 hours, and the reaction mixture was diluted with about 50 ml of water ... Reactants: CC(C)COC(=O)Cl, CN1CCOCC1, Cc1ccccc1, CC(C)OC(=O)NC(C(=O)O)C(C)C, CC(N)c1nc2ccc(F)cc2s1, O, Cc1ccc(S(=O)(=O)O)cc1. Product: CC(C)OC(=O)NC(C(=O)NC(C)c1nc2ccc(F)cc2s1)C(C)C. As a reaction SMILES: [C:22]([Cl:23])(=[O:24])[O:25][CH2:26][CH:27]([CH3:28])[CH3:29].[CH3:15][N:16]1[CH2:17][CH2:18][O:19][CH2:20][CH2:21]1.[CH3:54][c:55]1[cH:56][cH:57][cH:58][cH:59][cH:60]1.[CH:1]([CH3:2])([CH3:3])[O:4][C:5](=[O:6])[NH:7][CH:8]([CH:9]([CH3:10])[CH3:11])[C:12](=[O:13])[OH:14].[F:41][c:42]1[cH:43][c:44]2[c:45]([n:46][c:47]([CH:49]([CH3:50])[NH2:51])[s:48]2)[cH:52][cH:53]1.[OH2:61].[c:30]1([CH3:31])[cH:32][cH:33][c:34]([S:35]([OH:36])(=[O:37])=[O:38])[cH:39][cH:40]1>>[CH:1]([CH3:2])([CH3:3])[O:4][C:5](=[O:6])[NH:7][CH:8]([CH:9]([CH3:10])[CH3:11])[C:12](=[O:14])[NH:51][CH:49]([c:47]1[n:46][c:45]2[c:44]([cH:43][c:42]([F:41])[cH:53][cH:52]2)[s:48]1)[CH3:50]. Reaction SMILES: [C:1](=[O:2])([OH:3])[O-:4].[CH2:6]([c:7]1[cH:8][cH:9][cH:10][cH:11][cH:12]1)[O:13][C:14](=[O:15])[Cl:16].[CH3:48][CH2:49][O:50][C:51](=[O:52])[CH3:53].[NH2:17][CH:18]([CH2:19][N:20]1[CH2:21][C:22](=[O:38])[N:23]([c:28]2[c:29]([O:34][CH2:35][O:36][CH3:37])[cH:30][cH:31][cH:32][cH:33]2)[CH2:24][C:25]1([CH3:26])[CH3:27])[CH:39]1[O:40][C:41](=[O:47])[CH:42]([CH:44]([CH3:45])[CH3:46])[CH2:43]1.[Na+:5].[OH2:54]>>[CH2:6]([c:7]1[cH:8][cH:9][cH:10][cH:11][cH:12]1)[O:13][C:14](=[O:15])[NH:17][CH:18]([CH2:19][N:20]1[CH2:21][C:22](=[O:38])[N:23]([c:28]2[c:29]([O:34][CH2:35][O:36][CH3:37])[cH:30][cH:31][cH:32][cH:33]2)[CH2:24][C:25]1([CH3:26])[CH3:27])[CH:39]1[O:40][C:41](=[O:47])[CH:42]([CH:44]([CH3:45])[CH3:46])[CH2:43]1. The reactants are O=C([O-])O, O=C(Cl)OCc1ccccc1, CCOC(C)=O, COCOc1ccccc1N1CC(C)(C)N(CC(N)C2CC(C(C)C)C(=O)O2)CC1=O, [Na+], O. Product: COCOc1ccccc1N1CC(C)(C)N(CC(NC(=O)OCc2ccccc2)C2CC(C(C)C)C(=O)O2)CC1=O. Starting materials: COC(=O)c1cn(-c2ccc3ccccc3n2)c2ccc(C)cc12, Cl, [Li+], C1CCOC1, [OH-], O, O. Yields the product Cc1ccc2c(c1)c(C(=O)O)cn2-c1ccc2ccccc2n1. Reaction SMILES: [CH3:4][O:5][C:6](=[O:7])[c:8]1[cH:9][n:10](-[c:18]2[n:19][c:20]3[cH:21][cH:22][cH:23][cH:24][c:25]3[cH:26][cH:27]2)[c:11]2[cH:12][cH:13][c:14]([CH3:17])[cH:15][c:16]12.[ClH:28].[Li+:3].[O:29]1[CH2:30][CH2:31][CH2:32][CH2:33]1.[OH-:2].[OH2:1].[OH2:34]>>[O:5]=[C:6]([OH:7])[c:8]1[cH:9][n:10](-[c:18]2[n:19][c:20]3[cH:21][cH:22][cH:23][cH:24][c:25]3[cH:26][cH:27]2)[c:11]2[cH:12][cH:13][c:14]([CH3:17])[cH:15][c:16]12.